Dataset: the Open Reaction Database (ORD), a public repository of structured organic reaction records. Task: describe an organic reaction: reactants, conditions, products, and yield Starting materials: CN(CC(CO)O)C (3-Dimethylamino-1,2-propanediol), COC1=CC=C(C(C2=CC=C(C=C2)OC)(C2=CC=CC=C2)Cl)C=C1 (4,4′-dimethoxytrityl chloride), COC1=CC=C(C(C2=CC=C(C=C2)OC)(C2=CC=CC=C2)Cl)C=C1 (4,4′-Dimethoxytrityl chloride), COC1=CC=C(C(C2=CC=C(C=C2)OC)(C2=CC=CC=C2)Cl)C=C1 (4,4′-dimethoxytrityl chloride). The solvent is N1=CC=CC=C1 (pyridine), N1=CC=CC=C1 (pyridine). Conditions: temperature 0 celsius, time 8 hour. The product is COC1=CC=C(C(C2=CC=C(C=C2)OC)(C2=CC=CC=C2)OCC(CN(C)C)O)C=C1 (1-(4,4′-Dimethoxytrityloxy)-3-dimethylamino-2-propanol). Yield: 105.3%. Reaction SMILES: [CH3:1][N:2]([CH3:8])[CH2:3][CH:4]([OH:7])[CH2:5][OH:6].[CH3:9][O:10][C:11]1[CH:32]=[CH:31][C:14]([C:15](Cl)([C:24]2[CH:29]=[CH:28][CH:27]=[CH:26][CH:25]=2)[C:16]2[CH:21]=[CH:20][C:19]([O:22][CH3:23])=[CH:18][CH:17]=2)=[CH:13][CH:12]=1>N1C=CC=CC=1>[CH3:23][O:22][C:19]1[CH:18]=[CH:17][C:16]([C:15]([O:6][CH2:5][CH:4]([OH:7])[CH2:3][N:2]([CH3:8])[CH3:1])([C:24]2[CH:25]=[CH:26][CH:27]=[CH:28][CH:29]=2)[C:14]2[CH:31]=[CH:32][C:11]([O:10][CH3:9])=[CH:12][CH:13]=2)=[CH:21][CH:20]=1. Procedure: 3-Dimethylamino-1,2-propanediol (6.0 g, 50 mmol) was weighed into a 1 L round bottomed flask with a stir bar. The flask was sealed, flushed with argon, charged with pyridine and cooled to 0° C. 4,4′-Dimethoxytrityl chloride (17.9 g, 1.05 equiv.) was weighed into a 100 mL round bottomed flask, sealed and then dissolved in pyridine (80 mL). The 4,4′-dimethoxytrityl chloride solution was transferred to the stirring reaction mixture slowly, using additional fresh pyridine (20 mL) to effect the trans... Reactants: C(C)(C)(C)OC(=O)N1C[C@H](CCC1)C(C)(C)C(=O)OC ((R)-3-(1-methoxycarbonyl-1-methyl-ethyl)-piperidine-1-carboxylic acid tert-butyl ester), Cl (HCl). Run in O1CCOCC1 (dioxane). Run at time 1 hour. The product is Cl.COC(C(C)([C@@H]1CNCCC1)C)=O ((R)-2-Methyl-2-piperidin-3-yl-propionic acid methyl ester hydrochloride). As a reaction SMILES: C(OC([N:8]1[CH2:13][CH2:12][CH2:11][C@H:10]([C:14]([C:17]([O:19][CH3:20])=[O:18])([CH3:16])[CH3:15])[CH2:9]1)=O)(C)(C)C.[ClH:21]>O1CCOCC1>[ClH:21].[CH3:20][O:19][C:17](=[O:18])[C:14]([CH3:15])([C@H:10]1[CH2:11][CH2:12][CH2:13][NH:8][CH2:9]1)[CH3:16] |f:3.4|. Procedure: 1.030 g of (R)-3-(1-methoxycarbonyl-1-methyl-ethyl)-piperidine-1-carboxylic acid tert-butyl ester are taken up in 10 ml of 4M HCl in dioxane. The reaction solution is left to stand at room temperature for 1 hour and is then concentrated under reduced pressure to provide the title compound as colourless solid which can be used without further purification. Reported procedure: When benzene is alkylated with ethylene in the presence of an alkylation catalyst, a reaction product containing unreacted benzene, alkylbenzenes, polyalkylbenzenes and heavier products is obtained. The above 1-(3-ethylphenyl)-1-phenylethane of the formula (IV) is recovered as a fraction mainly containing components having boiling points of 285° to 290° C. (as atmospheric pressure) by distillation such as reduced-pressure distillation. The fraction is then dehydrogenated in the presence of a deh... Product: C(=C)C=1C=C(C=CC1)C(=C)C1=CC=CC=C1 (1-(3-vinylphenyl)-1-phenylethylene). Reaction SMILES: [CH2:1]=[CH2:2].[CH:3]1[CH:8]=[CH:7][CH:6]=[CH:5][CH:4]=1>>[CH:1]([C:3]1[CH:8]=[C:7]([C:1]([C:3]2[CH:8]=[CH:7][CH:6]=[CH:5][CH:4]=2)=[CH2:2])[CH:6]=[CH:5][CH:4]=1)=[CH2:2]. Reactants: alkylbenzenes, C1=CC=CC=C1 (benzene), C=C (ethylene), C1=CC=CC=C1 (benzene). Conditions: time 20 hour. Reaction SMILES: [C:1](Cl)(Cl)=[O:2].[OH:5][CH:6]([CH2:25][O:26][C:27]1[CH:32]=[CH:31][CH:30]=[CH:29][C:28]=1[O:33][CH3:34])[CH2:7][N:8]1[CH2:13][CH2:12][CH:11]([NH:14][CH2:15][CH2:16][NH:17][C:18]2[CH:23]=[CH:22][C:21]([Cl:24])=[CH:20][CH:19]=2)[CH2:10][CH2:9]1.[OH-].[K+]>C1(C)C=CC=CC=1>[OH:5][CH:6]([CH2:25][O:26][C:27]1[CH:32]=[CH:31][CH:30]=[CH:29][C:28]=1[O:33][CH3:34])[CH2:7][N:8]1[CH2:13][CH2:12][CH:11]([N:14]2[CH2:15][CH2:16][N:17]([C:18]3[CH:23]=[CH:22][C:21]([Cl:24])=[CH:20][CH:19]=3)[C:1]2=[O:2])[CH2:10][CH2:9]1 |f:2.3|. Product: OC(CN1CCC(CC1)N1C(N(CC1)C1=CC=C(C=C1)Cl)=O)COC1=C(C=CC=C1)OC (1-{1-[2-hydroxy-3-(2-methoxyphenyloxy)-propyl]-4-piperidyl}-3-(4-chlorophenyl)-imidazolidin-2-one). The solvent is C1(=CC=CC=C1)C (toluene), C1(=CC=CC=C1)C (toluene). Starting materials: solution, C(=O)(Cl)Cl (phosgene), 13, OC(CN1CCC(CC1)NCCNC1=CC=C(C=C1)Cl)COC1=C(C=CC=C1)OC (1-[2-hydroxy-3-(2-methoxyphenyloxy)-propyl]-4-[2-(4-chloroanilino)-ethylamino]-piperidine), [OH-].[K+] (potassium hydroxide), [OH-].[K+] (potassium hydroxide). Reported procedure: With vigorous stirring, 630 ml of a 20% solution of phosgene in toluene are added dropwise at a reaction temperature of 5° to 10° C in the course of 13/4 hours to an emulsion of 56 g of 1-[2-hydroxy-3-(2-methoxyphenyloxy)-propyl]-4-[2-(4-chloroanilino)-ethylamino]-piperidine in 340 ml of toluene and 200 ml of a 3N potassium hydroxide solution. Thereafter 193 ml of a 6N aqueous potassium hydroxide solution are added dropwise at the same reaction temperature in the course of half an hour. The reac... Reported procedure: A solution of commercially available 5-methoxy gramine (6.24 g) and commercially available methyl 2-nitro-propionate (4.07 g) in a mixture of toluene (50 ml) and N,N-dimethylformamide (2 ml) is refluxed for one day while bubbling argon through the reaction mixture. The solvent is evaporated, the residue is taken up in dichloromethane (300 ml), is washed subsequently with 2 M aqueous HCl, 2 M aqueous NaOH, and water, is dried and concentrated. Column chromatography of the residue (toluene-acetone... The solvent is C1(=CC=CC=C1)C (toluene), CN(C=O)C (N,N-dimethylformamide). As a reaction SMILES: CN([CH2:4][C:5]1[C:9]2[CH:10]=[C:11]([O:14][CH3:15])[CH:12]=[CH:13][C:8]=2[NH:7][CH:6]=1)C.[N+:16]([CH:19]([CH3:24])[C:20]([O:22][CH3:23])=[O:21])([O-:18])=[O:17]>C1(C)C=CC=CC=1.CN(C)C=O>[CH3:23][O:22][C:20](=[O:21])[C:19]([CH3:24])([N+:16]([O-:18])=[O:17])[CH2:4][C:5]1[C:9]2[C:8](=[CH:13][CH:12]=[C:11]([O:14][CH3:15])[CH:10]=2)[NH:7][CH:6]=1. Isolated yield 38.3%. The product is COC(C(CC1=CNC2=CC=C(C=C12)OC)([N+](=O)[O-])C)=O ((+/−)-3-(5-Methoxy-1H-indol-3-yl)-2-methyl-2-nitro-propionic acid methyl ester). The reactants are CN(C)CC1=CNC2=C1C=C(C=C2)OC (5-methoxy gramine), [N+](=O)([O-])C(C(=O)OC)C (methyl 2-nitro-propionate).